Dataset: the Open Reaction Database (ORD), a public repository of structured organic reaction records. Task: describe an organic reaction: reactants, conditions, products, and yield Starting materials: C(C)NCC (diethylamine), ClC1=C(C=C(C(=C1[N+](=O)[O-])Cl)[N+](=O)[O-])C(F)(F)F (2,4-dichloro-3,5-dinitrobenzotrifluoride). Solvent: C(C)O (ethanol). The product is C(C)N(C1=C(C(=C(C=C1[N+](=O)[O-])C(F)(F)F)Cl)[N+](=O)[O-])CC (N,N-diethyl-3-chloro-2,6-dinitro-4-trifluoromethylaniline). Reaction SMILES: [CH2:1]([NH:3][CH2:4][CH3:5])[CH3:2].[Cl:6][C:7]1[C:12]([N+:13]([O-:15])=[O:14])=[C:11](Cl)[C:10]([N+:17]([O-:19])=[O:18])=[CH:9][C:8]=1[C:20]([F:23])([F:22])[F:21]>C(O)C>[CH2:1]([N:3]([CH2:4][CH3:5])[C:11]1[C:10]([N+:17]([O-:19])=[O:18])=[CH:9][C:8]([C:20]([F:23])([F:22])[F:21])=[C:7]([Cl:6])[C:12]=1[N+:13]([O-:15])=[O:14])[CH3:2]. Reported procedure: The compound was prepared by reacting diethylamine with 2,4-dichloro-3,5-dinitrobenzotrifluoride in ethanol to give the product melting at 35° - 36°C. The reactants are O=C([O-])[O-], CC(C)C[AlH]CC(C)C, CON(C)C(=O)C1CN2CCC1CC2, Cc1ccccc1, Cl, [K+], [K+]. Yields the product O=CC1CN2CCC1CC2. As a reaction SMILES: [C:25](=[O:26])([O-:27])[O-:28].[CH3:15][CH:16]([CH2:17][AlH:18][CH2:19][CH:20]([CH3:21])[CH3:22])[CH3:23].[CH3:1][N:2]([O:3][CH3:4])[C:5](=[O:6])[CH:7]1[CH2:8][N:9]2[CH2:10][CH2:11][CH:12]1[CH2:13][CH2:14]2.[CH3:31][c:32]1[cH:33][cH:34][cH:35][cH:36][cH:37]1.[ClH:24].[K+:29].[K+:30]>>[CH:5](=[O:6])[CH:7]1[CH2:8][N:9]2[CH2:10][CH2:11][CH:12]1[CH2:13][CH2:14]2. Starting materials: C(C)(=O)OCC1=CC=C(C(=O)C2=CC(=CS2)S(=O)(=O)N)C=C1 (5-(4-acetoxymethylbenzoyl)-3-thiophene sulfonamide), C(=O)([O-])[O-].[K+].[K+] (K2CO3), CO (methanol). Run in C(C)(=O)OCC (ethyl acetate). Run at time 11 hour. Product: OCC1=CC=C(C(=O)C2=CC(=CS2)S(=O)(=O)N)C=C1 (5-(4-hydroxymethylbenzoyl)-3-thiophene sulfonamide). Isolated yield 0.1%. As a reaction SMILES: C([O:4][CH2:5][C:6]1[CH:22]=[CH:21][C:9]([C:10]([C:12]2[S:16][CH:15]=[C:14]([S:17]([NH2:20])(=[O:19])=[O:18])[CH:13]=2)=[O:11])=[CH:8][CH:7]=1)(=O)C.C([O-])([O-])=O.[K+].[K+].CO>C(OCC)(=O)C>[OH:4][CH2:5][C:6]1[CH:22]=[CH:21][C:9]([C:10]([C:12]2[S:16][CH:15]=[C:14]([S:17]([NH2:20])(=[O:19])=[O:18])[CH:13]=2)=[O:11])=[CH:8][CH:7]=1 |f:1.2.3|. Procedure: 14 mg (41.3 mmol) of 5-(4-acetoxymethylbenzoyl)-3-thiophene sulfonamide and 9 mg (61.8 mmol) of K2CO3 were added to 3 mL of methanol. After stirring at rt for 11 h the solution was diluted with ethyl acetate and washed with 1N HCl followed with water (2×) and brine. The solvent was removed under vacuum to afford 12.5 mg of 5-(4-hydroxymethylbenzoyl)-3-thiophene sulfonamide as a white solid. Reactants: C(C)(C)(C)O (t-butanol), C(CCC)[Li] (n-butyl lithium), C1(=CC=C(C=C1)C(=O)Cl)C (p-toluoyl chloride). Solvent: C(C)OCC (diethyl ether). Reaction conditions: time 30 minute. Product: C(C)(C)(C)OC(=O)C1=CC=C(C=C1)C (Tert-butyl-4-toluate). As a reaction SMILES: [C:1]([OH:5])([CH3:4])([CH3:3])[CH3:2].C([Li])CCC.[C:11]1([CH3:20])[CH:16]=[CH:15][C:14]([C:17](Cl)=[O:18])=[CH:13][CH:12]=1>C(OCC)C>[C:1]([O:5][C:17]([C:14]1[CH:15]=[CH:16][C:11]([CH3:20])=[CH:12][CH:13]=1)=[O:18])([CH3:4])([CH3:3])[CH3:2]. Procedure details: A 1 L three-neck flask fitted with a reflux condenser, rubber septum, addition funnel and argon inlet was charged with 200 ml of t-butanol. To the solution, n-butyl lithium (1.45N, 91.1 ml) was added dropwise using a water bath to prevent an excessive temperature rise. After stirring 30 minutes, the addition funnel was charged with p-toluoyl chloride, added dropwise. The reaction mixture was stirred overnight. At this point, the contents were transferred into a separatory funnel by using 250 ml ... Starting materials: O=C(O)c1cccc([N+](=O)[O-])c1Cl, Cl, [NH4+], [OH-], O. The product is Nc1c(C(=O)O)cccc1[N+](=O)[O-]. Reaction SMILES: [Cl:1][c:2]1[c:3]([C:4](=[O:5])[OH:6])[cH:7][cH:8][cH:9][c:10]1[N+:11](=[O:12])[O-:13].[ClH:14].[NH4+:15].[OH-:16].[OH2:17]>>[c:2]1([NH2:15])[c:3]([C:4](=[O:5])[OH:6])[cH:7][cH:8][cH:9][c:10]1[N+:11](=[O:12])[O-:13]. Reaction SMILES: [C:1]([O:2][C:3](=[O:4])[NH:7][CH:8]([CH2:9][C:10](=[O:11])[N:12]1[CH2:13][c:14]2[n:15]([c:18]([C:28]([F:29])([F:30])[F:31])[n:19][c:20]2[C:21](=[O:22])[CH:23]2[CH2:24][CH2:25][CH2:26][CH2:27]2)[CH2:16][CH2:17]1)[CH2:32][c:33]1[c:34]([F:41])[cH:35][c:36]([F:40])[c:37]([F:39])[cH:38]1)([CH3:5])([CH3:6])[CH3:42].[CH3:44][CH2:45][O:46][C:47](=[O:48])[CH3:49].[ClH:43]>>[ClH:43].[NH2:7][CH:8]([CH2:9][C:10](=[O:11])[N:12]1[CH2:13][c:14]2[n:15]([c:18]([C:28]([F:29])([F:30])[F:31])[n:19][c:20]2[C:21](=[O:22])[CH:23]2[CH2:24][CH2:25][CH2:26][CH2:27]2)[CH2:16][CH2:17]1)[CH2:32][c:33]1[c:34]([F:41])[cH:35][c:36]([F:40])[c:37]([F:39])[cH:38]1. Yields the product Cl, NC(CC(=O)N1CCn2c(C(F)(F)F)nc(C(=O)C3CCCC3)c2C1)Cc1cc(F)c(F)cc1F. The reactants are CC(C)(C)OC(=O)NC(CC(=O)N1CCn2c(C(F)(F)F)nc(C(=O)C3CCCC3)c2C1)Cc1cc(F)c(F)cc1F, CCOC(C)=O, Cl. Reactants: COC=C1C(=O)NC(=O)c2ccc(Br)cc21, CNCc1ccc(OC)c(O)c1, C1CCOC1. The product is COc1ccc(CN(C)C=C2C(=O)NC(=O)c3ccc(Br)cc32)cc1O. RXN SMILES: [Br:1][c:2]1[cH:3][c:4]2[c:9]([cH:10][cH:11]1)[C:8](=[O:12])[NH:7][C:6](=[O:13])[C:5]2=[CH:14][O:15][CH3:16].[CH3:17][O:18][c:19]1[c:20]([OH:28])[cH:21][c:22]([CH2:25][NH:26][CH3:27])[cH:23][cH:24]1.[O:29]1[CH2:30][CH2:31][CH2:32][CH2:33]1>>[Br:1][c:2]1[cH:3][c:4]2[c:9]([cH:10][cH:11]1)[C:8](=[O:12])[NH:7][C:6](=[O:13])[C:5]2=[CH:14][N:26]([CH2:25][c:22]1[cH:21][c:20]([OH:28])[c:19]([O:18][CH3:17])[cH:24][cH:23]1)[CH3:27].